Dataset: the Open Reaction Database (ORD), a public repository of structured organic reaction records. Task: describe an organic reaction: reactants, conditions, products, and yield The reactants are N (ammonia), C(C1=CC=CC=C1)N1C(=NC2=C1C(N(C=1N2N=C(N1)C=O)CC)=O)C1CCCC1 (6-benzyl-7-cyclopentyl-4-ethyl-2-formyl-imidazo[4,5-e]-s-triazolo[1,5-a]pyrimidin-5-one). The reagents and catalysts are [Pd] (palladium on charcoal). Solvent: CO (methanol). Product: NCC1=NN2C(N(C(C3=C2N=C(N3CC3=CC=CC=C3)C3CCCC3)=O)CC)=N1 (2-aminomethyl-6-benzyl-7-cyclopentyl-4-ethyl-imidazo[4.5-e]-s-triazolo[1.5-a]pyrimidin-5-one). Yield: 32.4%. Reaction SMILES: [CH2:1]([N:8]1[C:12]2[C:13](=[O:24])[N:14]([CH2:22][CH3:23])[C:15]3[N:16]([N:17]=[C:18]([CH:20]=O)[N:19]=3)[C:11]=2[N:10]=[C:9]1[CH:25]1[CH2:29][CH2:28][CH2:27][CH2:26]1)[C:2]1[CH:7]=[CH:6][CH:5]=[CH:4][CH:3]=1.[NH3:30]>CO.[Pd]>[NH2:30][CH2:20][C:18]1[N:19]=[C:15]2[N:14]([CH2:22][CH3:23])[C:13](=[O:24])[C:12]3[N:8]([CH2:1][C:2]4[CH:3]=[CH:4][CH:5]=[CH:6][CH:7]=4)[C:9]([CH:25]4[CH2:29][CH2:28][CH2:27][CH2:26]4)=[N:10][C:11]=3[N:16]2[N:17]=1. Reported procedure: 2 g of 6-benzyl-7-cyclopentyl-4-ethyl-2-formyl-imidazo[4.5-e]-s-triazolo[1.5-a]pyrimidin-5-one (for preparation see synthesis example II) are hydrogenated together with 1 g of ammonia in 30 ml of methanol on 0.2 g of 10% palladium on charcoal (5 bar, 20° C., 2.3 hours). For working up, the catalyst is filtered off and the solvent is distilled off in vacuo. The crude product is purified by chromatography on silica gel (dichloromethane:methanol 95:5) and yields 0.65 g of the title compound in the ... Starting materials: C(C(=O)Cl)(=O)Cl (oxalyl chloride), FC(C(C(=O)O)(C)C)(F)F (3,3,3-trifluoro-2,2-dimethyl-propionic acid). Reagents/catalysts: CN(C)C=O (DMF). The solvent is C(Cl)Cl (CH2Cl2), C(Cl)Cl (CH2Cl2). Reaction conditions: time 14 hour. Product: FC(C(C(=O)Cl)(C)C)(F)F (3,3,3-Trifluoro-2,2-dimethyl-propionyl chloride). RXN SMILES: [F:1][C:2]([F:10])([F:9])[C:3]([CH3:8])([CH3:7])[C:4](O)=[O:5].C(Cl)(=O)C([Cl:14])=O>CN(C=O)C.C(Cl)Cl>[F:1][C:2]([F:10])([F:9])[C:3]([CH3:8])([CH3:7])[C:4]([Cl:14])=[O:5]. Procedure details: DMF (3 drops) was added to a solution of 3,3,3-trifluoro-2,2-dimethyl-propionic acid [889940-13-0] (179 mmol) in CH2Cl2 (160 mL) at rt. Slowly added a solution of oxalyl chloride (197 mmol) in CH2Cl2 (20 mL). After stirring for 14 h, the reaction mixture was carefully evaporated (500 mbar, 33° C.) to afford the title compound (volatile!) as a yellow solution.